describe an organic reaction: reactants, conditions, products, and yield From a dataset of the Open Reaction Database (ORD), a public repository of structured organic reaction records. Starting materials: C(C)(C)(C)OC(NC1=C(C=C(C=C1)C1=CC=C(C=C1)F)N)=O ((3-amino-4′-fluoro-biphenyl-4-yl)-carbamic acid tert.-butyl ester), N1(C=NC=C1)C1=NC=CC(=C1)C1=CC(OC(O1)(C)C)=O (6-(2-imidazol-1-yl-pyridin-4-yl)-2,2-dimethyl-[1,3]dioxin-4-one). The product is C(C)(C)(C)OC(NC1=C(C=C(C=C1)C1=CC=C(C=C1)F)NC(CC(=O)C1=CC(=NC=C1)N1C=NC=C1)=O)=O ({4′-Fluoro-3-[3-(2-imidazol-1-yl-pyridin-4-yl)-3-oxo-propionylamino]-biphenyl-4-yl}-carbamic acid tert.-butyl ester). RXN SMILES: [C:1]([O:5][C:6](=[O:22])[NH:7][C:8]1[CH:13]=[CH:12][C:11]([C:14]2[CH:19]=[CH:18][C:17]([F:20])=[CH:16][CH:15]=2)=[CH:10][C:9]=1[NH2:21])([CH3:4])([CH3:3])[CH3:2].[N:23]1([C:28]2[CH:33]=[C:32]([C:34]3[O:39]C(C)(C)[O:37][C:36](=O)[CH:35]=3)[CH:31]=[CH:30][N:29]=2)[CH:27]=[CH:26][N:25]=[CH:24]1>>[C:1]([O:5][C:6](=[O:22])[NH:7][C:8]1[CH:13]=[CH:12][C:11]([C:14]2[CH:15]=[CH:16][C:17]([F:20])=[CH:18][CH:19]=2)=[CH:10][C:9]=1[NH:21][C:36](=[O:37])[CH2:35][C:34]([C:32]1[CH:31]=[CH:30][N:29]=[C:28]([N:23]2[CH:27]=[CH:26][N:25]=[CH:24]2)[CH:33]=1)=[O:39])([CH3:4])([CH3:2])[CH3:3]. Reported procedure: Prepared from (3-amino-4′-fluoro-biphenyl-4-yl)-carbamic acid tert.-butyl ester (Example G39) and 6-(2-imidazol-1-yl-pyridin-4-yl)-2,2-dimethyl-[1,3]dioxin-4-one (Example J14) according to the general procedure K. Obtained as a brown solid (361 mg). The solvent is C1CCOC1 (THF), O (water), C(Cl)Cl (DCM), O (water). Reaction conditions: time 30 minute. Product: OCCCN1C(N(C2=C(C1=O)N(C(=C2C)C2=CC(=CC=C2)OC(F)(F)F)C)C)=O (3-(3-hydroxypropyl)-1,5,7-trimethyl-6-(3-(trifluoromethoxy)phenyl)-1H-pyrrolo[3,2-d]pyrimidine-2,4(3H,5H)-dione). Reaction SMILES: C([O:4][CH2:5][CH2:6][CH2:7][N:8]1[C:13](=[O:14])[C:12]2[N:15]([CH3:30])[C:16]([C:19]3[CH:24]=[CH:23][CH:22]=[C:21]([O:25][C:26]([F:29])([F:28])[F:27])[CH:20]=3)=[C:17]([CH3:18])[C:11]=2[N:10]([CH3:31])[C:9]1=[O:32])(=O)C.O[Li].O>C1COCC1.O.C(Cl)Cl>[OH:4][CH2:5][CH2:6][CH2:7][N:8]1[C:13](=[O:14])[C:12]2[N:15]([CH3:30])[C:16]([C:19]3[CH:24]=[CH:23][CH:22]=[C:21]([O:25][C:26]([F:29])([F:28])[F:27])[CH:20]=3)=[C:17]([CH3:18])[C:11]=2[N:10]([CH3:31])[C:9]1=[O:32] |f:1.2|. The yield is 27.6%. Reported procedure: To a solution of 3-(1,5,7-trimethyl-2,4-dioxo-6-(3-(trifluoromethoxy)phenyl)-1H-pyrrolo[3,2-d]pyrimidin-3(2H,4H,5H)-yl)propyl acetate (20 mg, 0.044 mmol) in THF (5 mL) and water (5 mL) was added LiOH.H2O (3.70 mg, 0.088 mmol). The reaction was stirred at RT for 30 min then diluted with DCM (5 mL) and water (5 mL). The organic layer was dried over Na2SO4 and concentrated to give a residue which was purified by Prep HPLC to give 3-(3-hydroxypropyl)-1,5,7-trimethyl-6-(3-(trifluoromethoxy)phenyl)-1H... Reactants: C(C)(=O)OCCCN1C(N(C2=C(C1=O)N(C(=C2C)C2=CC(=CC=C2)OC(F)(F)F)C)C)=O (3-(1,5,7-trimethyl-2,4-dioxo-6-(3-(trifluoromethoxy)phenyl)-1H-pyrrolo[3,2-d]pyrimidin-3(2H,4H,5H)-yl)propyl acetate), O[Li].O (LiOH.H2O). Starting materials: BrC=1C=CC2=C(C=3SC(=CC3CCO2)C2=NC=NN2C(C)C)C1 (5-(9-bromo-4,5-dihydro-6-oxa-1-thia-benzo[e]azulen-2-yl)-1-isopropyl-1H-[1,2,4]-triazole), CO (methanol), C1CCOC1 (THF), N12CCCCCC2=NCCC1 (1,8-diazabicyclo[5.4.0]undec-7-ene). Reagents/catalysts: catalyst, [C-]#[O+].[C-]#[O+].[C-]#[O+].[C-]#[O+].[C-]#[O+].[C-]#[O+].[Mo] (molybdenum hexacarbonyl). Run in ClCCl (dichloromethane). Reaction conditions: temperature 130 celsius. Product: COC(=O)C=1C=CC2=C(C=3SC(=CC3CCO2)C=2N(N=CN2)C(C)C)C1 (2-(2-isopropyl-2H-[1,2,4]triazol-3-yl)-4,5-dihydro-6-oxa-1-thia-benzo[e]azulene-9-carboxylic acid methyl ester). Reaction SMILES: Br[C:2]1[CH:3]=[CH:4][C:5]2[O:14][CH2:13][CH2:12][C:11]3[CH:10]=[C:9]([C:15]4[N:19]([CH:20]([CH3:22])[CH3:21])[N:18]=[CH:17][N:16]=4)[S:8][C:7]=3[C:6]=2[CH:23]=1.C[OH:25].C1[CH2:30][O:29][CH2:28]C1.N12CCCN=C1CCCCC2>ClCCl.[C-]#[O+].[C-]#[O+].[C-]#[O+].[C-]#[O+].[C-]#[O+].[C-]#[O+].[Mo]>[CH3:28][O:29][C:30]([C:2]1[CH:3]=[CH:4][C:5]2[O:14][CH2:13][CH2:12][C:11]3[CH:10]=[C:9]([C:15]4[N:19]([CH:20]([CH3:22])[CH3:21])[N:18]=[CH:17][N:16]=4)[S:8][C:7]=3[C:6]=2[CH:23]=1)=[O:25] |f:5.6.7.8.9.10.11|. Procedure: A mixture of 5-(9-bromo-4,5-dihydro-6-oxa-1-thia-benzo[e]azulen-2-yl)-1-isopropyl-1H-[1,2,4]-triazole (290 mg), molybdenum hexacarbonyl (196 mg), Herman's catalyst (70 mg), tributyl phosphonic tetrafluoroborate (43 mg), methanol (3 mL), THF (3 mL) and 1,8-diazabicyclo[5.4.0]undec-7-ene (0.33 ml) was heated in the microwave at 130° C. for 30 minutes. The reaction mixture was cooled, and then diluted with dichloromethane, washed with water, dried (MgSO4) and the solvent removed in vacuo to yield 2... The reactants are COC(=O)[C@@H]1C[C@H](CN1C(=O)OCc2ccccc2)OC(=O)N3Cc4cccc(Br)c4C3, OB(O)c1ccc(cc1)C(=O)NC2CCCC2. Reagents/catalysts: CCN=P(N=P(N(C)C)(N(C)C)N(C)C)(N(C)C)N(C)C (P2-Et), CC(C)c1cc(C(C)C)c(-c2ccccc2[PH](C(C)(C)C)(C(C)(C)C)[Pd]2(OS(C)(=O)=O)Nc3ccccc3-c3ccccc32)c(C(C)C)c1 (tBuXphos G3). Solvent: CS(C)=O (DMSO), O (water), CS(C)=O (DMSO), CS(C)=O (DMSO), CS(C)=O (DMSO). Run at time 22 hour. Product: COC(=O)[C@@H]1C[C@H](CN1C(=O)OCc2ccccc2)OC(=O)N3Cc4cccc(c4C3)c5ccc(cc5)C(=O)NC6CCCC6, COC(=O)[C@@H]1C[C@H](CN1C(=O)OCc2ccccc2)OC(=O)N3Cc4cccc(Br)c4C3, c1ccc(-c2ccccc2)cc1. Starting materials: CCN=C=NCCCN(C)C, CC#N, Cl, NCC1CCOCC1, O, On1nnc2ccccc21, NS(=O)(=O)c1ccc(C(=O)O)cc1. The product is NS(=O)(=O)c1ccc(C(=O)NCC2CCOCC2)cc1. As a reaction SMILES: [CH2:34]([N:35]=[C:36]=[N:37][CH2:38][CH2:39][CH2:40][N:41]([CH3:42])[CH3:43])[CH3:44].[CH3:45][C:46]#[N:47].[ClH:33].[O:14]1[CH2:15][CH2:16][CH:17]([CH2:20][NH2:21])[CH2:18][CH2:19]1.[OH2:22].[OH:23][n:24]1[c:25]2[cH:26][cH:27][cH:28][cH:29][c:30]2[n:31][n:32]1.[S:1]([NH2:2])(=[O:3])(=[O:4])[c:5]1[cH:6][cH:7][c:8]([C:9](=[O:10])[OH:11])[cH:12][cH:13]1>>[S:1]([NH2:2])(=[O:3])(=[O:4])[c:5]1[cH:6][cH:7][c:8]([C:9](=[O:11])[NH:21][CH2:20][CH:17]2[CH2:16][CH2:15][O:14][CH2:19][CH2:18]2)[cH:12][cH:13]1. The product is CON=C1COC2=C(N=CC=C21)C (7-methylfuro[2,3-c]pyridin-3(2H)-one O-methyl oxime). As a reaction SMILES: [CH3:1][O:2][N:3]=[C:4]1[C:12]2[CH:11]=[CH:10][N:9]=N[C:7]=2[O:6][CH2:5]1.[CH3:13][C:14]1N=CC=C2C(=O)COC=12>>[CH3:1][O:2][N:3]=[C:4]1[C:12]2[C:7](=[C:13]([CH3:14])[N:9]=[CH:10][CH:11]=2)[O:6][CH2:5]1. Procedure details: This compound was prepared using a method analogous to that of furo[2,3-c]pyridazin-5(6H)-one O-methyl oxime (A.2.3.3), 7-methylfuro[2,3-c]pyridin-3(2H)-one replacing furo[2,3-c]pyridazin-5(6H)-one; Reactants: CON=C1COC=2N=NC=CC21 (furo[2,3-c]pyridazin-5(6H)-one O-methyl oxime), CC=1N=CC=C2C1OCC2=O (7-methylfuro[2,3-c]pyridin-3(2H)-one).